Dataset: the Open Reaction Database (ORD), a public repository of structured organic reaction records. Task: describe an organic reaction: reactants, conditions, products, and yield The reactants are compound, C(C)[C@]1(C(OCC=2C(N3CC=4C(=NC=5C=C(C(=C6C5C4C(CC6)NC(C(F)(F)F)=O)C)F)C3=CC21)=O)=O)O ((9S)-9-Ethyl-5-fluoro-2,3-dihydro-9-hydroxy-4-methyl-1-trifluoroacetylamino-1H,12H-benzo[de]pyrano [3',4': 6,7]indolizino[1,2-b]quinoline-10,13(9H,15H)-dione), Cl (hydrochloric acid), CO (methanol). Run in O (water). Reaction conditions: temperature 80 celsius, time 7 hour. Product: Cl.NC1CCC=2C=3C1=C1C(=NC3C=C(C2C)F)C2=CC3=C(C(N2C1)=O)COC([C@]3(O)CC)=O ((9S)-1-Amino-9-ethyl-5-fluoro-2,3-dihydro-9-hydroxy-4-methyl-1H,12H-benzo[de]pyrano[3',4': 6,7]indolizino[1,2-b]quinoline-10,13(9H,15H)-dione hydrochloride). Reaction SMILES: [CH2:1]([C@:3]1([OH:38])[C:35]2[CH:34]=[C:33]3[N:9]([CH2:10][C:11]4[C:12]3=[N:13][C:14]3[CH:15]=[C:16]([F:32])[C:17]([CH3:31])=[C:18]5[CH2:23][CH2:22][CH:21]([NH:24]C(=O)C(F)(F)F)[C:20]=4[C:19]=35)[C:8](=[O:36])[C:7]=2[CH2:6][O:5][C:4]1=[O:37])[CH3:2].[ClH:39].CO>O>[ClH:39].[NH2:24][CH:21]1[C:20]2=[C:11]3[CH2:10][N:9]4[C:33](=[CH:34][C:35]5[C@:3]([CH2:1][CH3:2])([OH:38])[C:4](=[O:37])[O:5][CH2:6][C:7]=5[C:8]4=[O:36])[C:12]3=[N:13][C:14]3[CH:15]=[C:16]([F:32])[C:17]([CH3:31])=[C:18]([C:19]=32)[CH2:23][CH2:22]1 |f:4.5|. Procedure details: 625 mg of the compound prepared in (10) above was added to a mixed solution of 7.5 ml of concentrated hydrochloric acid, 18 ml of methanol and 12 ml of water, and stirred at 80° C. for 7 hours. Insoluble substances were removed by filtration and the filtrate was purified with HPLC (CAPCELL PAK C18) using a mixture of acetonitrile-water-1N hydrochloric acid (20:80:1) to obtain 138 mg of Isomer A and 143 mg Isomer B of the title compound. The reactants are O=C([O-])[O-], COC(=O)c1cccc(COS(C)(=O)=O)n1, CC#N, [I-], [K+], [K+], [Na+], O, Cn1cnc2c(C#N)nc(-c3ccc(O)c(C(F)(F)F)c3)cc21. Yields the product COC(=O)c1cccc(COc2ccc(-c3cc4c(ncn4C)c(C#N)n3)cc2C(F)(F)F)n1. RXN SMILES: [C:42](=[O:43])([O-:44])[O-:45].[CH3:1][S:2](=[O:3])(=[O:4])[O:5][CH2:6][c:7]1[cH:8][cH:9][cH:10][c:11]([C:13](=[O:14])[O:15][CH3:16])[n:12]1.[CH3:48][C:49]#[N:50].[I-:41].[K+:46].[K+:47].[Na+:40].[OH2:51].[OH:17][c:18]1[c:19]([C:36]([F:37])([F:38])[F:39])[cH:20][c:21](-[c:24]2[cH:25][c:26]3[c:27]([c:28]([C:30]#[N:31])[n:29]2)[n:32][cH:33][n:34]3[CH3:35])[cH:22][cH:23]1>>[O:5]([CH2:6][c:7]1[cH:8][cH:9][cH:10][c:11]([C:13](=[O:14])[O:15][CH3:16])[n:12]1)[c:18]1[c:19]([C:36]([F:37])([F:38])[F:39])[cH:20][c:21](-[c:24]2[cH:25][c:26]3[c:27]([c:28]([C:30]#[N:31])[n:29]2)[n:32][cH:33][n:34]3[CH3:35])[cH:22][cH:23]1. Starting materials: COC(=O)c1cccc(CO)n1, ClCCCl, O. The product is COC(=O)c1cccc(C=O)n1. RXN SMILES: [CH3:1][O:2][C:3](=[O:4])[c:5]1[n:6][c:7]([CH2:11][OH:12])[cH:8][cH:9][cH:10]1.[Cl:14][CH2:15][CH2:16][Cl:17].[OH2:13]>>[CH3:1][O:2][C:3](=[O:4])[c:5]1[n:6][c:7]([CH:11]=[O:12])[cH:8][cH:9][cH:10]1. Reactants: CC(=O)c1ncc[nH]1, COC(=O)CC(NC(=O)OC(C)(C)C)C(=O)OC, CCCCCC, CC(C)[N-]C(C)C, [Cl-], [Li+], [NH4+], C1CCOC1, O. Product: COC(=O)C(NC(=O)OC(C)(C)C)C(C(C)=O)C(=O)OC. RXN SMILES: [C:27]([CH3:28])(=[O:29])[c:30]1[nH:31][cH:32][cH:33][n:34]1.[C:9]([CH3:10])([CH3:11])([CH3:12])[O:13][C:14](=[O:15])[NH:16][CH:17]([CH2:18][C:19](=[O:20])[O:21][CH3:22])[C:23](=[O:24])[O:25][CH3:26].[CH3:37][CH2:38][CH2:39][CH2:40][CH2:41][CH3:42].[CH:1]([N-:2][CH:3]([CH3:4])[CH3:5])([CH3:6])[CH3:7].[Cl-:35].[Li+:8].[NH4+:36].[O:43]1[CH2:44][CH2:45][CH2:46][CH2:47]1.[OH2:48]>>[C:9]([CH3:10])([CH3:11])([CH3:12])[O:13][C:14](=[O:15])[NH:16][CH:17]([CH:18]([C:19](=[O:20])[O:21][CH3:22])[C:27]([CH3:28])=[O:29])[C:23](=[O:24])[O:25][CH3:26]. The reactants are 1-1′-(Azodicarbonyl)dipiperidine, C(C)(=O)OC=1C(=CC(=C(NC2=NC=NC3=CC(=C(C=C23)OC)O)C1)F)Cl (4-(5-acetoxy-4-chloro-2-fluoroanilino)-7-hydroxy-6-methoxyquinazoline), COCCO (2-methoxyethanol), C(CCC)P(CCCC)CCCC (tributylphosphine). Run in C(Cl)Cl (methylene chloride). Run at time 2 hour. Product: C(C)(=O)OC=1C(=CC(=C(NC2=NC=NC3=CC(=C(C=C23)OC)OCCOC)C1)F)Cl (4-(5-acetoxy4-chloro-2-fluoroanilino)-6-methoxy-7-(2-methoxyethoxy)quinazoline). Isolated yield 62.6%. Reaction SMILES: [C:1]([O:4][C:5]1[C:6]([Cl:26])=[CH:7][C:8]([F:25])=[C:9]([CH:24]=1)[NH:10][C:11]1[C:20]2[C:15](=[CH:16][C:17]([OH:23])=[C:18]([O:21][CH3:22])[CH:19]=2)[N:14]=[CH:13][N:12]=1)(=[O:3])[CH3:2].[CH3:27][O:28][CH2:29][CH2:30]O.C(P(CCCC)CCCC)CCC>C(Cl)Cl>[C:1]([O:4][C:5]1[C:6]([Cl:26])=[CH:7][C:8]([F:25])=[C:9]([CH:24]=1)[NH:10][C:11]1[C:20]2[C:15](=[CH:16][C:17]([O:23][CH2:30][CH2:29][O:28][CH3:27])=[C:18]([O:21][CH3:22])[CH:19]=2)[N:14]=[CH:13][N:12]=1)(=[O:3])[CH3:2]. Procedure details: 1-1′-(Azodicarbonyl)dipiperidine (413 mg, 1.6 mmol) was added portionwise to a stirred mixture of 4-(5-acetoxy-4-chloro-2-fluoroanilino)-7-hydroxy-6-methoxyquinazoline (250 mg, 0.66 mmol), 2-methoxyethanol (63 ml, 0.8 mmol) and tributylphosphine (405 ml, 1.6 mmol) in methylene chloride at 0° C. The resulting solution was allowed to warm to ambient temperature and stirred for 2 hours. The precipitated solid was removed by filtration, the solvent removed from the filtrate by evaporation and the re... The reactants are C(C)(C)(C)C=1C=C(C(=O)OC)C=C(C1)CO (methyl 3-tert-butyl-5-(hydroxymethyl)benzoate), [OH-].[Na+] (sodium hydroxide). Solvent: CO (MeOH), O (water). Reaction conditions: time 8 hour. The product is C(C)(C)(C)C=1C=C(C(=O)O)C=C(C1)CO (3-tert-butyl-5-(hydroxymethyl)benzoic acid). Yield: 92.0%. RXN SMILES: [C:1]([C:5]1[CH:6]=[C:7]([CH:12]=[C:13]([CH2:15][OH:16])[CH:14]=1)[C:8]([O:10]C)=[O:9])([CH3:4])([CH3:3])[CH3:2].[OH-].[Na+]>CO.O>[C:1]([C:5]1[CH:6]=[C:7]([CH:12]=[C:13]([CH2:15][OH:16])[CH:14]=1)[C:8]([OH:10])=[O:9])([CH3:4])([CH3:2])[CH3:3] |f:1.2|. Procedure: To a solution of methyl 3-tert-butyl-5-(hydroxymethyl)benzoate (3.0 g, 0.013 mol) in MeOH (20 mL) was added sodium hydroxide (0.54 g, 0.013 mol) in water (10 mL). The reaction mixture was allowed to stir at rt overnight and then concentrated. To the residue was added 1M HCl added (pH 5) and the resulting precipitate was collected by filtration to give 3-tert-butyl-5-(hydroxymethyl)benzoic acid (92%). LCMS ES−207. Reactants: CC1=C(C=CC(=C1)CN1CCCC1)NC=1OCC(C1C(=O)[O-])=O (2-{[2-methyl-4-(1-pyrrolidinylmethyl)phenyl]amino}-4-oxo-4,5-dihydrofuran-3-carboxylate), N1C=C(C2=CC=CN=C12)C=O (7-azaindole-3-carboxaldehyde), N1CCCCC1 (piperidine). Solvent: C(C)O (ethanol). Product: N1C=C(C=2C1=NC=CC2)C=C2C(C(=C(O2)NC2=C(C=C(C=C2)CN2CCCC2)C)C(=O)OCC)=O (Ethyl 5-[(1H-pyrrolo[2,3-b]pyridin-3-yl)methylene]-2-{[2-methyl-4-(1-pyrrolidinylmethyl)phenyl]amino}-4-oxo-4,5-dihydrofuran-3-carboxylate). Yield: 52.9%. RXN SMILES: [CH3:1][C:2]1[CH:7]=[C:6]([CH2:8][N:9]2[CH2:13][CH2:12][CH2:11][CH2:10]2)[CH:5]=[CH:4][C:3]=1[NH:14][C:15]1[O:16][CH2:17][C:18](=[O:23])[C:19]=1[C:20]([O-:22])=[O:21].[NH:24]1[C:32]2[C:27](=[CH:28][CH:29]=[CH:30][N:31]=2)[C:26]([CH:33]=O)=[CH:25]1.N1CCC[CH2:37][CH2:36]1>C(O)C>[NH:24]1[C:32]2=[N:31][CH:30]=[CH:29][CH:28]=[C:27]2[C:26]([CH:33]=[C:17]2[O:16][C:15]([NH:14][C:3]3[CH:4]=[CH:5][C:6]([CH2:8][N:9]4[CH2:13][CH2:12][CH2:11][CH2:10]4)=[CH:7][C:2]=3[CH3:1])=[C:19]([C:20]([O:22][CH2:36][CH3:37])=[O:21])[C:18]2=[O:23])=[CH:25]1. Reported procedure: To a solution of 2-{[2-methyl-4-(1-pyrrolidinylmethyl)phenyl]amino}-4-oxo-4,5-dihydrofuran-3-carboxylate (0.25 g, 0.70 mmol) which similarly prepared according to the procedure described in the Example 129, First step to Third step and 7-azaindole-3-carboxaldehyde (0.10 g, 0.70 mmol) in ethanol (10 mL), piperidine (0.014 mL, 0.14 mmol) was added at ambient temperature. The mixture was refluxed for 2 days. Cooled to ambient temperature then the reaction mixture was purified by preparative HPLC to... The reactants are [N+](=O)([O-])C1=CC=C(C(=O)Cl)C=C1 (4-nitrobenzoyl chloride), CCOCC (ether), N1=CC=CC=C1 (Pyridine), BrC(C)O (bromoethanol), CCOCC (ether), CCOCC (Ether). Run at time 8 hour. Yields the product BrCCOC(C1=CC=C(C=C1)[N+](=O)[O-])=O (4-nitrobenzoic acid 2-bromo-ethyl ester). As a reaction SMILES: [Br:1][CH:2](O)[CH3:3].N1C=CC=CC=1.[N+:11]([C:14]1[CH:22]=[CH:21][C:17]([C:18](Cl)=[O:19])=[CH:16][CH:15]=1)([O-:13])=[O:12].CC[O:25]CC>>[Br:1][CH2:2][CH2:3][O:19][C:18](=[O:25])[C:17]1[CH:21]=[CH:22][C:14]([N+:11]([O-:13])=[O:12])=[CH:15][CH:16]=1. Procedure details: Under a nitrogen atmosphere, bromoethanol (29 mmols) was dissolved in 25 mL ether. Pyridine (34 mmols) was added to the solution, followed by a solution of 4-nitrobenzoyl chloride (27 mmols) in 35 mL ether. The reaction was stirred overnight, and a white precipitate was formed. Ether (50 mL) was added, and the reaction mixture was then washed with aqueous KHSO4, aqueous NaHCO3, and water. The ether layer was then dried over Na2SO4, filtered, and concentrated to give 6.3 g of 4-nitrobenzoic acid ... Reactants: ClC1=CC=C(C=C1)C(CC1=CC=NC=C1)=O (1-(4-chlorophenyl)-2-pyridin-4-yl-ethanone), [Se](=O)=O (selenium dioxide). The solvent is O1CCOCC1 (dioxan). Run at temperature 100 celsius, time 1 hour. The product is ClC1=CC=C(C=C1)C(C(=O)C1=CC=NC=C1)=O (1-(4-chlorophenyl)-2-pyridin-4-yl-ethanedione). The yield is 89.4%. Reaction SMILES: [Cl:1][C:2]1[CH:7]=[CH:6][C:5]([C:8](=[O:16])[CH2:9][C:10]2[CH:15]=[CH:14][N:13]=[CH:12][CH:11]=2)=[CH:4][CH:3]=1.[Se](=O)=[O:18]>O1CCOCC1>[Cl:1][C:2]1[CH:7]=[CH:6][C:5]([C:8](=[O:16])[C:9]([C:10]2[CH:15]=[CH:14][N:13]=[CH:12][CH:11]=2)=[O:18])=[CH:4][CH:3]=1. Procedure: A solution of 25 g of 1-(4-chlorophenyl)-2-pyridin-4-yl-ethanone in 285 ml of dioxan was treated with 20 g of selenium dioxide. The mixture was stirred at 100° C. for 1 hour and filtered. The solvent was evaporated and the residue was dissolved in dichloromethane. The solution was washed three times with water, dried over anhydrous magnesium sulphate and evaporated. The residue was dissolved in ethyl acetate, the solution was filtered over silica gel and evaporated to yield 23.7 g of 1-(4-chloro... Reactants: CCOC(=O)C(C)(C)Oc1ccc(C(=O)CBr)c(Cl)c1, CC[SiH](CC)CC, O=C(O)C(F)(F)F. The product is CCOC(=O)C(C)(C)Oc1ccc(CCBr)c(Cl)c1. RXN SMILES: [Br:1][CH2:2][C:3](=[O:4])[c:5]1[c:6]([Cl:20])[cH:7][c:8]([O:9][C:10]([C:11](=[O:12])[O:13][CH2:14][CH3:15])([CH3:16])[CH3:17])[cH:18][cH:19]1.[CH2:21]([SiH:22]([CH2:23][CH3:24])[CH2:25][CH3:26])[CH3:27].[OH:28][C:29]([C:30]([F:31])([F:32])[F:33])=[O:34]>>[Br:1][CH2:2][CH2:3][c:5]1[c:6]([Cl:20])[cH:7][c:8]([O:9][C:10]([C:11](=[O:12])[O:13][CH2:14][CH3:15])([CH3:16])[CH3:17])[cH:18][cH:19]1.